This data is from the Open Reaction Database (ORD), a public repository of structured organic reaction records. The task is: describe an organic reaction: reactants, conditions, products, and yield Reactants: C[O-].[Na+] (sodium methoxide), ClC1=CC=C(C=2CCCCC12)O (4-chloro-5,6,7,8-tetrahydro-1-naphthol), [I-].[K+] (potassium iodide), BrC(C(=O)OC)C1=CC=C(C=C1)OC1=CC=C(C=C1)Cl (methyl α-bromo-α-[p-(p-chlorophenoxy)phenyl]acetate). The solvent is C1=CC=CC=C1 (benzene), O (water). Product: ClC1=CC=C(C=2CCCCC12)OC(C(=O)OC)C1=CC=C(C=C1)OC1=CC=C(C=C1)Cl (Methyl α-(4-chloro-5,6,7,8-tetrahydro-1-naphthyloxy)-α-[p-(p-chlorophenoxy)phenyl]acetate). Reaction SMILES: C[O-].[Na+].[Cl:4][C:5]1[C:14]2[CH2:13][CH2:12][CH2:11][CH2:10][C:9]=2[C:8]([OH:15])=[CH:7][CH:6]=1.[I-].[K+].Br[CH:19]([C:24]1[CH:29]=[CH:28][C:27]([O:30][C:31]2[CH:36]=[CH:35][C:34]([Cl:37])=[CH:33][CH:32]=2)=[CH:26][CH:25]=1)[C:20]([O:22][CH3:23])=[O:21]>C1C=CC=CC=1.O>[Cl:4][C:5]1[C:14]2[CH2:13][CH2:12][CH2:11][CH2:10][C:9]=2[C:8]([O:15][CH:19]([C:24]2[CH:29]=[CH:28][C:27]([O:30][C:31]3[CH:32]=[CH:33][C:34]([Cl:37])=[CH:35][CH:36]=3)=[CH:26][CH:25]=2)[C:20]([O:22][CH3:23])=[O:21])=[CH:7][CH:6]=1 |f:0.1,3.4|. Procedure: To a solution of 1.19 g of sodium methoxide, 4.57 g of 4-chloro-5,6,7,8-tetrahydro-1-naphthol, and 100 mg of potassium iodide was added 7.11 g of methyl α-bromo-α-[p-(p-chlorophenoxy)phenyl]acetate in 10 ml of benzene. The mixture was heated at reflux overnight, cooled to room temperature, and poured into 100 ml of water. The mixture was then extracted with 2 × 75 ml of ether. The combined extracts were washed with 2 × 50 ml of 5% NaOH, 2 × 50 ml of water, 50 ml of saturated brine, and dried (Mg...